The task is: describe an organic reaction: reactants, conditions, products, and yield. This data is from the Open Reaction Database (ORD), a public repository of structured organic reaction records. The reactants are NC=1C=CC(=C2CN(C(C12)=O)C)Br (7-amino-4-bromo-2-methyl-2,3-dihydro-1H-isoindol-1-one), O1CCOC12CC=C(CC2)B2OC(C)(C)C(C)(C)O2 (1,4-dioxa-spiro[4,5]dec-7-en-8-boronic acid pinacol ester), C([O-])([O-])=O.[K+].[K+] (potassium carbonate), ClCCl (dichloromethane). The reagents and catalysts are C1=CC=C(C=C1)P(C2=CC=CC=C2)[C]3[CH][CH][CH][CH]3.C1=CC=C(C=C1)P(C2=CC=CC=C2)[C]3[CH][CH][CH][CH]3.Cl[Pd]Cl.[Fe] ([1,1-bis(diphenylphosphino)ferrocene] dichloropalladium(II)). Run in O1CCOCC1 (1,4-dioxane), O (H2O). Yields the product NC=1C=CC(=C2CN(C(C12)=O)C)C1=CCC2(OCCO2)CC1 (7-amino-4-(1,4-dioxaspiro[4.5]dec-7-en-8-yl)-2-methyl-2,3-dihydro-1H-isoindol-1-one). As a reaction SMILES: [NH2:1][C:2]1[CH:3]=[CH:4][C:5](Br)=[C:6]2[C:10]=1[C:9](=[O:11])[N:8]([CH3:12])[CH2:7]2.[O:14]1[C:18]2([CH2:23][CH2:22][C:21](B3OC(C)(C)C(C)(C)O3)=[CH:20][CH2:19]2)[O:17][CH2:16][CH2:15]1.C(=O)([O-])[O-].[K+].[K+].ClCCl>O1CCOCC1.O.C1C=CC(P([C]2[CH][CH][CH][CH]2)C2C=CC=CC=2)=CC=1.C1C=CC(P([C]2[CH][CH][CH][CH]2)C2C=CC=CC=2)=CC=1.Cl[Pd]Cl.[Fe]>[NH2:1][C:2]1[CH:3]=[CH:4][C:5]([C:21]2[CH2:22][CH2:23][C:18]3([O:17][CH2:16][CH2:15][O:14]3)[CH2:19][CH:20]=2)=[C:6]2[C:10]=1[C:9](=[O:11])[N:8]([CH3:12])[CH2:7]2 |f:2.3.4,8.9.10.11,^1:53,54,55,56,57,71,72,73,74,75|. Procedure: A mixture of 7-amino-4-bromo-2-methyl-2,3-dihydro-1H-isoindol-1-one (1.7 g, 7.0 mmol), 1,4-dioxa-spiro[4,5]dec-7-en-8-boronic acid pinacol ester (2.2 g, 8.5 mmol) (preparation: WO 2007/141517), potassium carbonate (2.9 g, 21 mmol) and [1,1-bis(diphenylphosphino)ferrocene] dichloropalladium(II), complex with dichloromethane (1:1) (0.57 g, 0.69 mmol) in 1,4-dioxane (40 mL) and H2O (10 mL) was evacuated and refilled with nitrogen (3×) and irradiated in the microwave at 100° C. for 30 min. The react...